This data is from the Open Reaction Database (ORD), a public repository of structured organic reaction records. The task is: describe an organic reaction: reactants, conditions, products, and yield Reactants: alcohol, [BH4-].[Na+] (sodium borohydride), ClC1=NC2=CC(=CC=C2C=C1C=O)C (2-chloro-3-formyl-7-methylquinoline). Solvent: C(C)O (ethanol), O1CCCC1 (tetrahydrofuran). Reaction conditions: time 4 hour. Product: ClC1=NC2=CC(=CC=C2C=C1CO)C (2-chloro-3-hydroxymethyl-7-methylquinoline). Isolated yield 97.6%. As a reaction SMILES: [BH4-].[Na+].[Cl:3][C:4]1[C:13]([CH:14]=[O:15])=[CH:12][C:11]2[C:6](=[CH:7][C:8]([CH3:16])=[CH:9][CH:10]=2)[N:5]=1>C(O)C.O1CCCC1>[Cl:3][C:4]1[C:13]([CH2:14][OH:15])=[CH:12][C:11]2[C:6](=[CH:7][C:8]([CH3:16])=[CH:9][CH:10]=2)[N:5]=1 |f:0.1|. Procedure: To a stirred solution of 6.9 g (180 mmol) of sodium borohydride in 250 ml of absolute ethanol, a solution of 15 g (73 mmol) of 2-chloro-3-formyl-7-methylquinoline in 250 ml of dry tetrahydrofuran was added over 15 minutes without cooling. During the addition a slight H2 -evolution and a temperature rise to +28° C. was observed. The reaction mixture was stirred at room temperature for 4 hours and then 4 ml of the reaction mixture was evaporated in vacuo and the residue dissolved in ethyl acetate,... Reactants: [Si](C)(C)(C(C)(C)C)OC[C@H]1CN(C(O1)=O)C1=CC=C(C=C1)I ((5R)-5-({[tert-butyl(dimethyl)silyl]oxy}methyl)-3-(4-iodophenyl)-1,3-oxazolidin-2-one), FC=1C=C(C=CC1[Sn](C)(C)C)N1C(O[C@H](C1)CN1N=NC(=C1)C)=O ((5R)-3-[3-fluoro-4-(trimethylstannyl)phenyl]-5-[(4-methyl-1H-1,2,3-triazol-1-yl)methyl]-1,3-oxazolidin-2-one). Product: [Si](C)(C)(C(C)(C)C)OC[C@H]1CN(C(O1)=O)C1=CC=C(C=C1)C1=C(C=C(C=C1)N1C(O[C@H](C1)CN1N=NC(=C1)C)=O)F ((5R)-5-({[tert-Butyl(dimethyl)silyl]oxy}methyl)-3-(2′-fluoro-4′-{(5R)-5-[(4-methyl-1H-1,2,3-triazol-1-yl)methyl]-2-oxo-1,3-oxazolidin-3-yl}-1,1′-biphenyl-4-yl)-1,3-oxazolidin-2-one). Yield: 4.3%. Reaction SMILES: [Si:1]([O:8][CH2:9][C@@H:10]1[O:14][C:13](=[O:15])[N:12]([C:16]2[CH:21]=[CH:20][C:19](I)=[CH:18][CH:17]=2)[CH2:11]1)([C:4]([CH3:7])([CH3:6])[CH3:5])([CH3:3])[CH3:2].[F:23][C:24]1[CH:25]=[C:26]([N:34]2[CH2:38][C@H:37]([CH2:39][N:40]3[CH:44]=[C:43]([CH3:45])[N:42]=[N:41]3)[O:36][C:35]2=[O:46])[CH:27]=[CH:28][C:29]=1[Sn](C)(C)C>>[Si:1]([O:8][CH2:9][C@@H:10]1[O:14][C:13](=[O:15])[N:12]([C:16]2[CH:21]=[CH:20][C:19]([C:29]3[CH:28]=[CH:27][C:26]([N:34]4[CH2:38][C@H:37]([CH2:39][N:40]5[CH:44]=[C:43]([CH3:45])[N:42]=[N:41]5)[O:36][C:35]4=[O:46])=[CH:25][C:24]=3[F:23])=[CH:18][CH:17]=2)[CH2:11]1)([C:4]([CH3:7])([CH3:6])[CH3:5])([CH3:3])[CH3:2]. Procedure: Using essentially the same procedure as Example 28, but starting from (5R)-5-({[tert-butyl(dimethyl)silyl]oxy}methyl)-3-(4-iodophenyl)-1,3-oxazolidin-2-one (0.43 g, 1.00 mM) and adding (5R)-3-[3-fluoro-4-(trimethylstannyl)phenyl]-5-[(4-methyl-1H-1,2,3-triazol-1-yl)methyl]-1,3-oxazolidin-2-one (0.66 g, 1.50 mM) gave the title compound as a white solid (0.025 g). Starting materials: liquid, BrBr (bromine), NC1=NC=CC=C1O (2-amino-3-pyridinol). The solvent is C(C)O (ethanol). Conditions: temperature 5 celsius, time 1 hour. The product is NC1=NC=C(C=C1O)Br (2-amino-5-bromo-3-pyridinol). As a reaction SMILES: [NH2:1][C:2]1[C:7]([OH:8])=[CH:6][CH:5]=[CH:4][N:3]=1.[Br:9]Br>C(O)C>[NH2:1][C:2]1[C:7]([OH:8])=[CH:6][C:5]([Br:9])=[CH:4][N:3]=1. Procedure details: The 2-amino-5-bromo-3-pyridinol is prepared by dissolving 110.0 g of 2-amino-3-pyridinol in 250 ml of 95% ethanol. The solution is cooled to about 5° C. and at that temperature is treated with 160 g of liquid bromine during 2 hours. The mixture is stirred for 1 hour after the addition is completed and then concentrated to give 170.6 g of 2-amino-5-bromo-3-pyridinol. Starting materials: COCCOCCOC, CC(C)c1ccc(C(=O)Cl)cc1S(N)(=O)=O, Cl, C=[N+]=[N-]. Product: CC(C)c1ccc(C(=O)CCl)cc1S(N)(=O)=O. RXN SMILES: [CH3:21][O:22][CH2:23][CH2:24][O:25][CH2:26][CH2:27][O:28][CH3:29].[CH:1]([CH3:2])([CH3:3])[c:4]1[c:5]([S:13]([NH2:14])(=[O:15])=[O:16])[cH:6][c:7]([C:8](=[O:9])[Cl:10])[cH:11][cH:12]1.[ClH:20].[N+:17](=[N-:18])=[CH2:19]>>[CH:1]([CH3:2])([CH3:3])[c:4]1[c:5]([S:13]([NH2:14])(=[O:15])=[O:16])[cH:6][c:7]([C:8](=[O:9])[CH2:19][Cl:20])[cH:11][cH:12]1.